Dataset: the Open Reaction Database (ORD), a public repository of structured organic reaction records. Task: describe an organic reaction: reactants, conditions, products, and yield Starting materials: O=C1C(CNC2=C(N1)C=C(C=C2)C)NC(=O)OC(C)(C)C (2-Oxo-3-tert-butoxycarbonylamino-8-methyl-1,3,4,5-tetrahydro-2H-1,5-benzodiazepine), C(Cl)Cl (Methylene chloride), CC(C(=O)Cl)(CC)C (2,2-dimethylbutanoyl chloride), N1=CC=CC=C1 (pyridine). Solvent: ClCCCl (1,2-dichloroethane). The product is O=C1C(CN(C2=C(N1)C=C(C=C2)C)C(C(CC)(C)C)=O)NC(=O)OC(C)(C)C (2-oxo-3-tert-butoxycarbonylamino-5-(2,2-dimethylbutanoyl)-8-methyl-1,3,4,5-tetrahydro-2H-1,5-benzodiazepine). The yield is 89.8%. RXN SMILES: [O:1]=[C:2]1[NH:8][C:7]2[CH:9]=[C:10]([CH3:13])[CH:11]=[CH:12][C:6]=2[NH:5][CH2:4][CH:3]1[NH:14][C:15]([O:17][C:18]([CH3:21])([CH3:20])[CH3:19])=[O:16].[CH3:22][C:23]([CH3:29])([CH2:27][CH3:28])[C:24](Cl)=[O:25].N1C=CC=CC=1.C(Cl)Cl>ClCCCl>[O:1]=[C:2]1[NH:8][C:7]2[CH:9]=[C:10]([CH3:13])[CH:11]=[CH:12][C:6]=2[N:5]([C:24](=[O:25])[C:23]([CH3:29])([CH3:22])[CH2:27][CH3:28])[CH2:4][CH:3]1[NH:14][C:15]([O:17][C:18]([CH3:21])([CH3:20])[CH3:19])=[O:16]. Procedure details: 2-Oxo-3-tert-butoxycarbonylamino-8-methyl-1,3,4,5-tetrahydro-2H-1,5-benzodiazepine (1.0 g) was suspended in 1,2-dichloroethane (20 ml), and 2,2-dimethylbutanoyl chloride (538 mg) and pyridine (0.33 ml) were added thereto to the suspension, and the mixture was refluxed for 2 hours. Methylene chloride was added to the reaction mixture, washed with water and saturated aqueous sodium bicarbonate, dried over anhydrous sodium sulfate, the solvent was evaporated under reduced pressure, crystals so prec... The reactants are C1(=CC=CC=C1)OC(NC=1C(=NC(=C(C1)C(C)C)C)OC)=O (Phenyl-N-(5-isopropyl-2-methoxy-6-methylpyridin-3-yl)carbamate), COC1=C(C=CC=C1)N1CCNCC1 (1-(2-methoxyphenyl)piperazine). The product is C(C)(C)C=1C=C(C(=NC1C)OC)NC(=O)N1CCN(CC1)C1=C(C=CC=C1)OC (1-[(5-isopropyl-2-methoxy-6-methylpyridin-3-yl)aminocarbonyl]-4-(2-methoxyphenyl)piperazine). Isolated yield 64.0%. As a reaction SMILES: C1(O[C:8](=[O:22])[NH:9][C:10]2[C:11]([O:20][CH3:21])=[N:12][C:13]([CH3:19])=[C:14]([CH:16]([CH3:18])[CH3:17])[CH:15]=2)C=CC=CC=1.[CH3:23][O:24][C:25]1[CH:30]=[CH:29][CH:28]=[CH:27][C:26]=1[N:31]1[CH2:36][CH2:35][NH:34][CH2:33][CH2:32]1>>[CH:16]([C:14]1[CH:15]=[C:10]([NH:9][C:8]([N:34]2[CH2:33][CH2:32][N:31]([C:26]3[CH:27]=[CH:28][CH:29]=[CH:30][C:25]=3[O:24][CH3:23])[CH2:36][CH2:35]2)=[O:22])[C:11]([O:20][CH3:21])=[N:12][C:13]=1[CH3:19])([CH3:17])[CH3:18]. Reported procedure: Phenyl-N-(5-isopropyl-2-methoxy-6-methylpyridin-3-yl)carbamate and 1-(2-methoxyphenyl)piperazine were reacted by the same way with the example 1 to obtain the titled compound. Reactants: Cl.N1CC(C1)NC1=CC(=CNC1=O)C1=CC(=NC=C1)C(=O)NC1=CC(=C(C=C1)C(C)C)C (5-(azetidin-3-ylamino)-N-(4-isopropyl-3-methylphenyl)-6-oxo-1,6-dihydro-[3,4′-bipyridine]-2′-carboxamide hydrochloride), C(C=C)(=O)Cl (acryloyl chloride), TEA. Run in C(Cl)Cl (DCM). Reaction conditions: time 8 hour. Product: Cl.C(C=C)(=O)N1CC(C1)NC1=CC(=CNC1=O)C1=CC(=NC=C1)C(=O)NC1=CC(=C(C=C1)C(C)C)C (5-((1-acryloylazetidin-3-yl)amino)-N-(4-isopropyl-3-methylphenyl)-6-oxo-1,6-dihydro-[3,4′-bipyridine]-2′-carboxamide hydrochloride). Isolated yield 22.5%. As a reaction SMILES: Cl.[NH:2]1[CH2:5][CH:4]([NH:6][C:7]2[C:12](=[O:13])[NH:11][CH:10]=[C:9]([C:14]3[CH:19]=[CH:18][N:17]=[C:16]([C:20]([NH:22][C:23]4[CH:28]=[CH:27][C:26]([CH:29]([CH3:31])[CH3:30])=[C:25]([CH3:32])[CH:24]=4)=[O:21])[CH:15]=3)[CH:8]=2)[CH2:3]1.[C:33]([Cl:37])(=[O:36])[CH:34]=[CH2:35]>C(Cl)Cl>[ClH:37].[C:33]([N:2]1[CH2:5][CH:4]([NH:6][C:7]2[C:12](=[O:13])[NH:11][CH:10]=[C:9]([C:14]3[CH:19]=[CH:18][N:17]=[C:16]([C:20]([NH:22][C:23]4[CH:28]=[CH:27][C:26]([CH:29]([CH3:30])[CH3:31])=[C:25]([CH3:32])[CH:24]=4)=[O:21])[CH:15]=3)[CH:8]=2)[CH2:3]1)(=[O:36])[CH:34]=[CH2:35] |f:0.1,4.5|. Reported procedure: To a solution of 5-(azetidin-3-ylamino)-N-(4-isopropyl-3-methylphenyl)-6-oxo-1,6-dihydro-[3,4′-bipyridine]-2′-carboxamide hydrochloride (60 mg, 0.14 mmol) in DCM (20 mL) was added acryloyl chloride (0.14 mL, 0.17 mmol) and TEA (0.1 mL, 0.7 mmol)). The mixture was stirred overnight at RT. The reaction was quenched by addition of MeOH (2 mL) and 4M HCl in 1,4-dioxane (2 mL). Water was added, the mixture extracted several times with ethyl acetate, the organic layers dried (MgSO4), filtered and conc... Starting materials: Cl.CON (O-methylhydroxylamine hydrochloride), C([O-])(O)=O.[Na+] (sodium bicarbonate), C(=O)NC1=CC=C(C=N1)C(C(=O)SC)=O (S-methyl 2-(6-formamidopyridin-3-yl)thioglyoxylate), aqueous solution, [OH-].[Na+] (sodium hydroxide), CO (methanol). Run in O (water). Reaction conditions: time 30 minute. Product: C(=O)NC1=NC=CC=C1C(C(=O)O)=NOC (2-(2-formamidopyridin-3-yl)-2-methoxyiminoacetic acid). As a reaction SMILES: [CH:1]([NH:3][C:4]1[N:9]=[CH:8][C:7](C(=O)C(SC)=O)=[CH:6][CH:5]=1)=[O:2].[OH-].[Na+].Cl.[CH3:19][O:20][NH2:21].[C:22](=[O:25])(O)[O-:23].[Na+].[CH3:27]O>O>[CH:1]([NH:3][C:4]1[C:5]([C:27](=[N:21][O:20][CH3:19])[C:22]([OH:23])=[O:25])=[CH:6][CH:7]=[CH:8][N:9]=1)=[O:2] |f:1.2,3.4,5.6|. Procedure details: A mixture of S-methyl 2-(6-formamidopyridin-3-yl)thioglyoxylate (13 g.), methanol (50 ml.), 1 N aqueous solution of sodium hydroxide (58 ml.) and water (150 ml.) was stirred at ambient temperature for 30 minutes. To the mixture was added O-methylhydroxylamine hydrochloride (4.85 g.) and then stirred for an hour. The reaction mixture was adjusted to pH 7 with an aqueous solution of sodium bicarbonate, and the methanol was removed by distillation under reduced pressure. The remaining aqueous solut... The reactants are N (ammonia), C(C)OP(OCC)(=O)C\C=C\CNC1=C(C(C1=O)=O)OCC ([(E)-4[(2-ethoxy-3,4-dioxo-1-cyclobuten-1-yl)amino]-2-butenyl]phosphonic acid diethyl ester). Run at time 3 day. Product: C(C)OP(OCC)(=O)C\C=C\CNC1=C(C(C1=O)=O)N ([(E)-4-[(2-amino-3,4-dioxo-1-cyclobuten-1-yl)amino]-2-butenyl]phosphonic acid diethyl ester). Yield: 68.0%. RXN SMILES: [NH3:1].[CH2:2]([O:4][P:5]([CH2:10]/[CH:11]=[CH:12]/[CH2:13][NH:14][C:15]1[C:18](=[O:19])[C:17](=[O:20])[C:16]=1OCC)(=[O:9])[O:6][CH2:7][CH3:8])[CH3:3]>>[CH2:2]([O:4][P:5]([CH2:10]/[CH:11]=[CH:12]/[CH2:13][NH:14][C:15]1[C:18](=[O:19])[C:17](=[O:20])[C:16]=1[NH2:1])(=[O:9])[O:6][CH2:7][CH3:8])[CH3:3]. Reported procedure: Ethanolic ammonia (235 mL) was combined with [(E)-4[(2-ethoxy-3,4-dioxo-1-cyclobuten-1-yl)amino]-2-butenyl]phosphonic acid diethyl ester (7.15 g, 21.6 mmol) and the solution was left stirring for 3 days and then evaporated. Recrystallization from methanol in ethyl acetate removed a yellow impurity, but flash chromatography (7.5 cm diameter, elution with 5% methanol in dichloromethane) was required to eliminate a more polar contaminant. Recrystallization of this material with methanol in ethyl ac...